From a dataset of the Open Reaction Database (ORD), a public repository of structured organic reaction records. describe an organic reaction: reactants, conditions, products, and yield The reactants are COc1ccc(C(=O)NCCCC(=O)O)cc1, O=P(O)(O)O. Yields the product COc1ccc(C(=O)N2CCCC2=O)cc1. Reaction SMILES: [CH3:6][O:7][c:8]1[cH:9][cH:10][c:11]([C:12](=[O:13])[NH:14][CH2:15][CH2:16][CH2:17][C:18](=[O:19])[OH:20])[cH:21][cH:22]1.[P:1](=[O:2])([OH:3])([OH:4])[OH:5]>>[CH3:6][O:7][c:8]1[cH:9][cH:10][c:11]([C:12](=[O:13])[N:14]2[CH2:15][CH2:16][CH2:17][C:18]2=[O:19])[cH:21][cH:22]1. Reactants: [H-].[Al+3].[Li+].[H-].[H-].[H-] (lithium aluminum hydride), ClC1=CC=C(C=C1)C(C1CCN(CC1)C(=O)N(CC)CC)(O)C1=CC=C(C=C1)Cl (4-[bis(4-chlorophenyl)hydroxymethyl]-N,N-diethyl-1-piperidinecarboxamide), O (water), [OH-].[Na+] (sodium hydroxide), O (water). The solvent is O1CCCC1 (tetrahydrofuran), O1CCCC1 (tetrahydrofuran). Reaction conditions: time 0.5 hour. Yields the product ClC1=CC=C(C=C1)C(O)(C1CCNCC1)C1=CC=C(C=C1)Cl (α,α-Bis(4-chlorophenyl)-4-piperidinemethanol). Isolated yield 34.7%. Reaction SMILES: [H-].[Al+3].[Li+].[H-].[H-].[H-].[Cl:7][C:8]1[CH:13]=[CH:12][C:11]([C:14]([C:29]2[CH:34]=[CH:33][C:32]([Cl:35])=[CH:31][CH:30]=2)([OH:28])[CH:15]2[CH2:20][CH2:19][N:18](C(N(CC)CC)=O)[CH2:17][CH2:16]2)=[CH:10][CH:9]=1.O.[OH-].[Na+]>O1CCCC1>[Cl:7][C:8]1[CH:13]=[CH:12][C:11]([C:14]([C:29]2[CH:30]=[CH:31][C:32]([Cl:35])=[CH:33][CH:34]=2)([CH:15]2[CH2:16][CH2:17][NH:18][CH2:19][CH2:20]2)[OH:28])=[CH:10][CH:9]=1 |f:0.1.2.3.4.5,8.9|. Procedure details: To a slurry of 8.5 g (0.225 mole) of lithium aluminum hydride in 400 ml of anhydrous tetrahydrofuran was added a solution of 39.2 g (0.09 mole) of 4-[bis(4-chlorophenyl)hydroxymethyl]-N,N-diethyl-1-piperidinecarboxamide in 400 ml of tetrahydrofuran in a stream over a 15 min period. The mixture was heated at reflux for 24 hr, cooled, and treated successively with 8.5 ml of water, 25 ml of a 3N sodium hydroxide solution and 8.5 ml of water. The mixture was stirred for 0.5 hr and then filtered. The... Starting materials: C(C)(C)(C)OC(N[C@H](CC1=CC=CC=C1)[C@H]1OC1)=O ([(1R)-1-{(2R)-oxiran-2-yl}-2-phenyl-ethyl]carbamic acid tert-butylester), CN (methylamine). The product is C(C)(C)(C)OC(N[C@@H]([C@H](CNC)O)CC1=CC=CC=C1)=O ([(1R,2S)-1-Benzyl-2-hydroxy-3-methylamino-propyl]-carbamic acid tert-butyl ester). As a reaction SMILES: [C:1]([O:5][C:6](=[O:19])[NH:7][C@@H:8]([C@@H:16]1[CH2:18][O:17]1)[CH2:9][C:10]1[CH:15]=[CH:14][CH:13]=[CH:12][CH:11]=1)([CH3:4])([CH3:3])[CH3:2].[CH3:20][NH2:21]>>[C:1]([O:5][C:6](=[O:19])[NH:7][C@H:8]([CH2:9][C:10]1[CH:15]=[CH:14][CH:13]=[CH:12][CH:11]=1)[C@@H:16]([OH:17])[CH2:18][NH:21][CH3:20])([CH3:4])([CH3:3])[CH3:2]. Reported procedure: Using general procedure 1 with [(1R)-1-{(2R)-oxiran-2-yl}-2-phenyl-ethyl]carbamic acid tert-butylester (0.50 g, 1.9 mmol) and methylamine (10 mL, 8 M solution in ethanol, mmol; used as solvent) gives the title compound. Starting materials: CSc1sc(Br)c2c1C(=O)CCC2, CCCC[Sn](CCCC)(CCCC)c1ncco1. Yields the product CSc1sc(-c2ncco2)c2c1C(=O)CCC2. RXN SMILES: [Br:1][c:2]1[s:3][c:4]([S:12][CH3:13])[c:5]2[c:6]1[CH2:7][CH2:8][CH2:9][C:10]2=[O:11].[CH2:14]([Sn:15]([CH2:16][CH2:17][CH2:18][CH3:24])([c:19]1[o:20][cH:21][cH:22][n:23]1)[CH2:25][CH2:26][CH2:27][CH3:28])[CH2:29][CH2:30][CH3:31]>>[c:2]1(-[c:19]2[o:20][cH:21][cH:22][n:23]2)[s:3][c:4]([S:12][CH3:13])[c:5]2[c:6]1[CH2:7][CH2:8][CH2:9][C:10]2=[O:11]. Starting materials: [Br-], C#CC(C)=O, ClC(Cl)Cl, S=c1ncc(Cl)c[nH]1, [K+]. Yields the product CC(=O)C=CSc1ncc(Cl)cn1. RXN SMILES: [Br-:14].[CH3:1][C:2]([C:3]#[CH:4])=[O:5].[CH:16]([Cl:17])([Cl:18])[Cl:19].[Cl:6][c:7]1[cH:8][n:9][c:10](=[S:13])[nH:11][cH:12]1.[K+:15]>>[CH3:1][C:2]([CH:3]=[CH:4][S:13][c:10]1[n:9][cH:8][c:7]([Cl:6])[cH:12][n:11]1)=[O:5].